Task: describe an organic reaction: reactants, conditions, products, and yield. Dataset: the Open Reaction Database (ORD), a public repository of structured organic reaction records The reactants are Cl (hydrochloric acid), OC1=C(C(CC(C1)C1=CC2=C(O1)C=CC=C2)=O)C(CCC)=O (3-hydroxy-5-(benzo[b]furan-2-yl)-2-butyryl cyclohex-2-en-1-one), Cl.C(C)ON (ethoxyamine hydrochloride), C(C)(=O)[O-].[Na+] (sodium acetate). Solvent: C(C)O (ethanol). Run at time 12 hour. The product is C(C)ON=C(CCC)C=1C(CC(CC1O)C1=CC2=C(O1)C=CC=C2)=O (2-[1-(ethoxyimino)butyl]-3-hydroxy-5-(benzo[b]furan-2-yl)cyclohex-2-en-1-one). RXN SMILES: [OH:1][C:2]1[CH2:7][CH:6]([C:8]2[O:12][C:11]3[CH:13]=[CH:14][CH:15]=[CH:16][C:10]=3[CH:9]=2)[CH2:5][C:4](=[O:17])[C:3]=1[C:18](=O)[CH2:19][CH2:20][CH3:21].Cl.[CH2:24]([O:26][NH2:27])[CH3:25].C([O-])(=O)C.[Na+].Cl>C(O)C>[CH2:24]([O:26][N:27]=[C:18]([C:3]1[C:4](=[O:17])[CH2:5][CH:6]([C:8]2[O:12][C:11]3[CH:13]=[CH:14][CH:15]=[CH:16][C:10]=3[CH:9]=2)[CH2:7][C:2]=1[OH:1])[CH2:19][CH2:20][CH3:21])[CH3:25] |f:1.2,3.4|. Procedure details: A mixture of 3-hydroxy-5-(benzo[b]furan-2-yl)-2-butyryl cyclohex-2-en-1-one (1.0 g), ethoxyamine hydrochloride (0.36 g), sodium acetate (0.3 g) and ethanol (100 ml) were stirred at room temperature for 12 hr. The mixture was poured into a very dilute aqueous hydrochloric acid solution which was then extracted with ether. Evaporation of the dried (MgSO4) organic fraction and purification of the residue by column chromatography over silica with dichloromethane elution gave 2-[1-(ethoxyimino)butyl]...